describe an organic reaction: reactants, conditions, products, and yield From a dataset of the Open Reaction Database (ORD), a public repository of structured organic reaction records. Starting materials: NCc1ccc(Cl)cc1, CN(C)C=O, Cc1ccc(S(=O)(=O)OCC2OC(n3cc(C)c(=O)[nH]c3=O)CC2O)cc1. Yields the product Cc1cn(C2CC(O)C(CNCc3ccc(Cl)cc3)O2)c(=O)[nH]c1=O. As a reaction SMILES: [Cl:28][c:29]1[cH:30][cH:31][c:32]([CH2:33][NH2:34])[cH:35][cH:36]1.[O:37]=[CH:38][N:39]([CH3:40])[CH3:41].[c:1]1([CH3:2])[cH:3][cH:4][c:5]([S:6]([O:7][CH2:11][CH:12]2[CH:13]([OH:26])[CH2:14][CH:15]([n:17]3[c:18](=[O:19])[nH:20][c:21](=[O:22])[c:23]([CH3:24])[cH:25]3)[O:16]2)(=[O:8])=[O:9])[cH:10][cH:27]1>>[CH2:11]([CH:12]1[CH:13]([OH:26])[CH2:14][CH:15]([n:17]2[c:18](=[O:19])[nH:20][c:21](=[O:22])[c:23]([CH3:24])[cH:25]2)[O:16]1)[NH:34][CH2:33][c:32]1[cH:31][cH:30][c:29]([Cl:28])[cH:36][cH:35]1. The reactants are ClC1=C(C#N)C(=CC(=N1)Cl)C1=CC=C(C=C1)OC1=CC=CC=C1 (2,6-dichloro-4-(4-phenoxyphenyl)nicotinonitrile), COC1=CC=C(C=C1)B(O)O (4-methoxyphenylboronic acid), O.[O-]P(=O)([O-])[O-].[K+].[K+].[K+] (potassium phosphate tribasic monohydrate). The reagents and catalysts are C1(=CC=CC=C1)P(C1=CC=CC=C1)C1=CC=CC=C1.C1(=CC=CC=C1)P(C1=CC=CC=C1)C1=CC=CC=C1.C1(=CC=CC=C1)P(C1=CC=CC=C1)C1=CC=CC=C1.C1(=CC=CC=C1)P(C1=CC=CC=C1)C1=CC=CC=C1.[Pd] (palladium tetrakis(triphenylphosphine)). Solvent: CN(C=O)C (N,N-dimethylformamide), C(C)(=O)OCC (ethyl acetate). Conditions: temperature 100 celsius. Product: ClC1=C(C#N)C(=CC(=N1)C1=CC=C(C=C1)OC)C1=CC=C(C=C1)OC1=CC=CC=C1 (2-chloro-6-(4-methoxyphenyl)-4-(4-phenoxyphenyl)nicotinonitrile). The yield is 67.7%. As a reaction SMILES: [Cl:1][C:2]1[N:9]=[C:8](Cl)[CH:7]=[C:6]([C:11]2[CH:16]=[CH:15][C:14]([O:17][C:18]3[CH:23]=[CH:22][CH:21]=[CH:20][CH:19]=3)=[CH:13][CH:12]=2)[C:3]=1[C:4]#[N:5].[CH3:24][O:25][C:26]1[CH:31]=[CH:30][C:29](B(O)O)=[CH:28][CH:27]=1.O.[O-]P([O-])([O-])=O.[K+].[K+].[K+]>CN(C)C=O.C(OCC)(=O)C.C1(P(C2C=CC=CC=2)C2C=CC=CC=2)C=CC=CC=1.C1(P(C2C=CC=CC=2)C2C=CC=CC=2)C=CC=CC=1.C1(P(C2C=CC=CC=2)C2C=CC=CC=2)C=CC=CC=1.C1(P(C2C=CC=CC=2)C2C=CC=CC=2)C=CC=CC=1.[Pd]>[Cl:1][C:2]1[N:9]=[C:8]([C:29]2[CH:30]=[CH:31][C:26]([O:25][CH3:24])=[CH:27][CH:28]=2)[CH:7]=[C:6]([C:11]2[CH:12]=[CH:13][C:14]([O:17][C:18]3[CH:19]=[CH:20][CH:21]=[CH:22][CH:23]=3)=[CH:15][CH:16]=2)[C:3]=1[C:4]#[N:5] |f:2.3.4.5.6,9.10.11.12.13|. Procedure: A mixture of 2,6-dichloro-4-(4-phenoxyphenyl)nicotinonitrile (110 mg, 0.322 mmol), 4-methoxyphenylboronic acid (53.9 mg, 0.355 mmol), palladium tetrakis(triphenylphosphine) (16.30 mg, 0.016 mmol) and potassium phosphate tribasic monohydrate (0.484 mL, 0.967 mmol) in N,N-dimethylformamide (3 mL) was heated under nitrogen to 100° C. for 15 h. After cooling to room temperature, the mixture was diluted with ethyl acetate (80 mL), washed with water (15 mL), brine (15 mL), dried (MgSO4), and concentra... The product is O=C1CCCN1c1ccc(-n2cc3c(n2)CCN(C2CCCC2)CC3)cc1. Reactants: CC(=O)O[BH-](OC(C)=O)OC(C)=O, CC(=O)O, CO, ClCCl, [Na+], O=C1CCCC1, O=C1CCCN1c1ccc(-n2cc3c(n2)CCNCC3)cc1. As a reaction SMILES: [C:33]([O:34][BH-:35]([O:36][C:37](=[O:38])[CH3:39])[O:40][C:41](=[O:42])[CH3:43])(=[O:44])[CH3:45].[CH3:29][C:30](=[O:31])[OH:32].[CH3:50][OH:51].[Cl:47][CH2:48][Cl:49].[Na+:46].[O:23]=[C:24]1[CH2:25][CH2:26][CH2:27][CH2:28]1.[n:1]1[n:2](-[c:11]2[cH:12][cH:13][c:14]([N:17]3[C:18](=[O:22])[CH2:19][CH2:20][CH2:21]3)[cH:15][cH:16]2)[cH:3][c:4]2[c:5]1[CH2:6][CH2:7][NH:8][CH2:9][CH2:10]2>>[n:1]1[n:2](-[c:11]2[cH:12][cH:13][c:14]([N:17]3[C:18](=[O:22])[CH2:19][CH2:20][CH2:21]3)[cH:15][cH:16]2)[cH:3][c:4]2[c:5]1[CH2:6][CH2:7][N:8]([CH:24]1[CH2:25][CH2:26][CH2:27][CH2:28]1)[CH2:9][CH2:10]2.